Dataset: the Open Reaction Database (ORD), a public repository of structured organic reaction records. Task: describe an organic reaction: reactants, conditions, products, and yield The reactants are CCOc1ccc(-n2c(C(C)NC(=O)OC(C)(C)C)nc3c(c2=O)CCCN3C(C)=O)cc1, ClCCl, O=C(O)C(F)(F)F. Yields the product CCOc1ccc(-n2c(C(C)N)nc3c(c2=O)CCCN3C(C)=O)cc1. RXN SMILES: [C:1]([O:2][C:3](=[O:4])[NH:7][CH:8]([CH3:9])[c:10]1[n:11](-[c:24]2[cH:25][cH:26][c:27]([O:30][CH2:31][CH3:32])[cH:28][cH:29]2)[c:12](=[O:23])[c:13]2[c:14]([n:15]1)[N:16]([C:20]([CH3:21])=[O:22])[CH2:17][CH2:18][CH2:19]2)([CH3:5])([CH3:6])[CH3:33].[Cl:34][CH2:35][Cl:36].[OH:37][C:38]([C:39]([F:40])([F:41])[F:42])=[O:43]>>[NH2:7][CH:8]([CH3:9])[c:10]1[n:11](-[c:24]2[cH:25][cH:26][c:27]([O:30][CH2:31][CH3:32])[cH:28][cH:29]2)[c:12](=[O:23])[c:13]2[c:14]([n:15]1)[N:16]([C:20]([CH3:21])=[O:22])[CH2:17][CH2:18][CH2:19]2. The reactants are C(C)(C)(C)OC(=O)NCC1=C(CNC([C@H]2NCCC2)=O)C=C(C=C1)Cl (L-prolin-N-(2-(tert-butyloxycarbonylaminomethyl)-5-chlorobenzyl)amide), C(C)(C)(C)OC(=O)C=1C=C(C=CC1)[C@@H]([C@H](C(=O)O)O)C1=NC=CC=C1 ((2R,3R)-3-[3-(tert-butoxycarbonyl)phenyl]-2-hydroxy-3-pyridin-2-ylpropanoic acid), C1=CC=C2C(=C1)N=NN2O.O (HOBT hydrate), C(CCl)Cl (EDC), C(C)(C)N(CC)C(C)C (Diisopropylethylamine). Run in CN(C)C=O (DMF). Conditions: time 3 day. The product is C(C)(C)(C)OC(=O)C=1C=C(C=CC1)[C@@H]([C@H](C(=O)N1[C@H](C(=O)NCC2=C(C=CC(=C2)Cl)CNC(=O)OC(C)(C)C)CCC1)O)C1=NC=CC=C1 (1-((2R,3R)-3-(3-tert-butyloxycarbonylphenyl)-3-(2-pyridyl)-2-hydroxypropanoyl)-N-(2-tert-butyloxycarbonylaminomethyl-5-chlorobenzyl)-L-prolinamide), oil. The yield is 45.0%. Reaction SMILES: [C:1]([O:5][C:6]([NH:8][CH2:9][C:10]1[CH:24]=[CH:23][C:22]([Cl:25])=[CH:21][C:11]=1[CH2:12][NH:13][C:14](=[O:20])[C@@H:15]1[CH2:19][CH2:18][CH2:17][NH:16]1)=[O:7])([CH3:4])([CH3:3])[CH3:2].[C:26]([O:30][C:31]([C:33]1[CH:34]=[C:35]([C@H:39]([C:45]2[CH:50]=[CH:49][CH:48]=[CH:47][N:46]=2)[C@@H:40]([OH:44])[C:41](O)=[O:42])[CH:36]=[CH:37][CH:38]=1)=[O:32])([CH3:29])([CH3:28])[CH3:27].C1C=C2N=NN(O)C2=CC=1.O.C(Cl)CCl.C(N(C(C)C)CC)(C)C>CN(C=O)C>[C:26]([O:30][C:31]([C:33]1[CH:34]=[C:35]([C@H:39]([C:45]2[CH:50]=[CH:49][CH:48]=[CH:47][N:46]=2)[C@@H:40]([OH:44])[C:41]([N:16]2[CH2:17][CH2:18][CH2:19][C@H:15]2[C:14]([NH:13][CH2:12][C:11]2[CH:21]=[C:22]([Cl:25])[CH:23]=[CH:24][C:10]=2[CH2:9][NH:8][C:6]([O:5][C:1]([CH3:4])([CH3:2])[CH3:3])=[O:7])=[O:20])=[O:42])[CH:36]=[CH:37][CH:38]=1)=[O:32])([CH3:29])([CH3:27])[CH3:28] |f:2.3|. Procedure details: To a stirred solution of L-prolin-N-(2-(tert-butyloxycarbonylaminomethyl)-5-chlorobenzyl)amide (0.026 g, 0.07 mmol), (2R,3R)-3-[3-(tert-butoxycarbonyl)phenyl]-2-hydroxy-3-pyridin-2-ylpropanoic acid from step 6 (20 mg, 0.058 mmol), and HOBT hydrate (12 mg, 0.087 mmol) in DMF (1 mL) was added EDC (0.017 g, 0.087 mmol). Diisopropylethylamine (0.0122 mL, 0.07 mmol) was added and the mixture was stirred at ambient temperature for 3 days, at which time HPLC analysis indicated complete consumption of t... Starting materials: CCO, CCOC(=O)CCN(C)C(=O)c1ccc(NC(c2oc3ccc(OCC4CC4)cc3c2C)C(C)C)nc1, [Na+], [OH-]. Yields the product Cc1c(C(Nc2ccc(C(=O)N(C)CCC(=O)O)cn2)C(C)C)oc2ccc(OCC3CC3)cc12. RXN SMILES: [CH3:38][CH2:39][OH:40].[CH:1]1([CH2:4][O:5][c:6]2[cH:7][cH:8][c:9]3[c:10]([c:11]([CH3:36])[c:12]([CH:14]([CH:15]([CH3:16])[CH3:17])[NH:18][c:19]4[cH:20][cH:21][c:22]([C:25](=[O:26])[N:27]([CH2:28][CH2:29][C:30](=[O:31])[O:32][CH2:33][CH3:34])[CH3:35])[cH:23][n:24]4)[o:13]3)[cH:37]2)[CH2:2][CH2:3]1.[Na+:42].[OH-:41]>>[CH:1]1([CH2:4][O:5][c:6]2[cH:7][cH:8][c:9]3[c:10]([c:11]([CH3:36])[c:12]([CH:14]([CH:15]([CH3:16])[CH3:17])[NH:18][c:19]4[cH:20][cH:21][c:22]([C:25](=[O:26])[N:27]([CH2:28][CH2:29][C:30](=[O:31])[OH:32])[CH3:35])[cH:23][n:24]4)[o:13]3)[cH:37]2)[CH2:2][CH2:3]1. Reactants: O1CCCC1 (Tetrahydrofuran), CC1=CC(=C(C=C1C)OC)[N+](=O)[O-] (4,5-dimethyl-2-nitroanisole). Reagents/catalysts: [Pd] (Pd). Solvent: C(C)O (ethanol). Reaction conditions: time 5 hour. The product is CC1=CC(=C(N)C=C1C)OC (4,5-Dimethyl-2-methoxyaniline). Yield: 82.0%. RXN SMILES: O1CCCC1.[CH3:6][C:7]1[C:12]([CH3:13])=[CH:11][C:10]([O:14][CH3:15])=[C:9]([N+:16]([O-])=O)[CH:8]=1>[Pd].C(O)C>[CH3:13][C:12]1[C:7]([CH3:6])=[CH:8][C:9]([NH2:16])=[C:10]([O:14][CH3:15])[CH:11]=1. Procedure details: Tetrahydrofuran(100 ml) and ethanol(40 ml) were added into 4,5-dimethyl-2-nitroanisole(7.80 g, 0.043 mol) and then added 10% Pd/activated carbon(0.57 g) slowly, hydrogenated for 5 hrs. The reaction was completed by the same way with the above and the resulting product was purified by column chromatography to obtain the titled compound. Reactants: FC(S(=O)(=O)OC1=CC2=CC(=C(C=C2CC1)OC)OC)(F)F ((3,4-dihydro-6,7-dimethoxy-2-naphthyl) trifluoromethane-sulfonate), C(C#C)(=O)OCC (ethyl 2-propynoate), C(C)(=O)[O-].[Na+] (sodium acetate). Yields the product crude crystals, COC=1C=C2CCC(=CC2=CC1OC)C#CC(=O)OCC (ethyl 3-(3,4-dihydro-6,7-dimethoxy-2-naphthyl)-2-propynoate). The yield is 51.0%. Solvent: CN(C=O)C (dimethylformamide). Reagents/catalysts: C1([P]([Pd][P](C2=CC=CC=C2)(C3=CC=CC=C3)C4=CC=CC=C4)(C5=CC=CC=C5)C6=CC=CC=C6)=CC=CC=C1 (bis(triphenylphosphine)palladium). Procedure details: To a solution of 178 mg (0.53 mmol) of (3,4-dihydro-6,7-dimethoxy-2-naphthyl) trifluoromethane-sulfonate in dimethylformamide (2 ml) were added 0.39 ml (3.9 mmol) of ethyl 2-propynoate, 84.8 mg (1.0 mmol) of sodium acetate and 14.8 mg (0.020 mmol) of bis(triphenylphosphine)palladium (II) acetate with stirring under nitrogen, and the mixture was stirred for 1 hour and 30 minutes at 60° C. A saturated saline solution was added to the reaction mixture to conduct extraction with benzene-hexane (1:2)... As a reaction SMILES: FC(F)(F)S(O[C:7]1[CH2:16][CH2:15][C:14]2[C:9](=[CH:10][C:11]([O:19][CH3:20])=[C:12]([O:17][CH3:18])[CH:13]=2)[CH:8]=1)(=O)=O.[C:23]([O:27][CH2:28][CH3:29])(=[O:26])[C:24]#[CH:25].C([O-])(=O)C.[Na+]>CN(C)C=O.C1(C=CC=CC=1)[P](C1C=CC=CC=1)(C1C=CC=CC=1)[Pd][P](C1C=CC=CC=1)(C1C=CC=CC=1)C1C=CC=CC=1>[CH3:18][O:17][C:12]1[CH:13]=[C:14]2[C:9](=[CH:10][C:11]=1[O:19][CH3:20])[CH:8]=[C:7]([C:25]#[C:24][C:23]([O:27][CH2:28][CH3:29])=[O:26])[CH2:16][CH2:15]2 |f:2.3,^1:45,59|.